From a dataset of the Open Reaction Database (ORD), a public repository of structured organic reaction records. describe an organic reaction: reactants, conditions, products, and yield The reactants are OCCC(C)S(=O)(=O)O (4-hydroxy butane-2-sulfonic acid), 3-methyl-1,3-propane sultone, O (water), OCCC(C)S(=O)(=O)O (4-hydroxy-butane-2-sulfonic acid), 3-methyl-1,3-propane sultone. Solvent: O1CCOCC1 (dioxane). Yields the product S(=O)(=O)(O)C(CCOS(=O)(=O)C(C)CCO)C (4-hydroxy butane-2-sulfonic acid-(3-sulfobutyl)-ester). RXN SMILES: [OH:1][CH2:2][CH2:3][CH:4]([S:6]([OH:9])(=[O:8])=[O:7])[CH3:5].[OH2:10]>O1CCOCC1>[S:6]([CH:4]([CH3:5])[CH2:3][CH2:2][O:1][S:6]([CH:4]([CH2:3][CH2:2][OH:1])[CH3:5])(=[O:7])=[O:10])([OH:9])(=[O:8])=[O:7]. Reported procedure: Sulfoalkylating agent, obtainable by heating 4-hydroxy butane-2-sulfonic acid or 3-methyl-1,3-propane sultone to a temperature in the region of from 80° to 180° C. in the presence of water in an amount of from 1 to 4 moles per mol of 4-hydroxy-butane-2-sulfonic acid or 3-methyl-1,3-propane sultone, and characterized by the following 13C-NMR-shifts (ppm, relative to TMS=0, in the presence of dioxane): 15.4; 31.7; 34.4; 53.6; 60.0 and 68.5. The reactants are C(C)(=O)C=1C=CC(=NC1)Br (5-acetyl-2-bromopyridine), IC=1C=NC=CC1 (3-iodopyridine), [Li]CCCC (n-BuLi), CCCCCC (hexane). Run in C1CCOC1 (THF). Yields the product BrC1=CC=C(C=N1)C(C)(O)C1=CC=NC=C1 (1-(6-Bromo-pyridin-3-yl)-1-pyridin-4-yl-ethanol). RXN SMILES: [C:1]([C:4]1[CH:5]=[CH:6][C:7]([Br:10])=[N:8][CH:9]=1)(=[O:3])[CH3:2].I[C:12]1[CH:13]=[N:14][CH:15]=[CH:16][CH:17]=1.[Li]CCCC.CCCCCC>C1COCC1>[Br:10][C:7]1[N:8]=[CH:9][C:4]([C:1]([C:17]2[CH:16]=[CH:15][N:14]=[CH:13][CH:12]=2)([OH:3])[CH3:2])=[CH:5][CH:6]=1. Procedure: A solution of 5-acetyl-2-bromopyridine (Aldrich) (1.2 g, 5.82 mmol) and 3-iodopyridine (EGA-Chemie) (1.193 g, 5.82 mmol) in THF (10 ml) was immersed in a dry ice-acetone bath. n-BuLi (1.6M) in hexane (4.00 ml, 6.40 mmol) was added slowly by a syringe at −70° C. (exothermic reaction!). The reaction was allowed to warm up slowly to room temperature and was stirred over night. The reaction mixture was cooled to −20° C. and quenched with H2O before dilution with ethyl acetate. The organic phase was ... Starting materials: ClC1=C(N)C(=CC(=C1)Cl)Cl (2,4,6-Trichloroaniline), C(#N)C(C(=O)NC(=O)OCC)=COCC (α-cyano-β-ethoxy-N-ethoxycarbonylacrylamide). Run in C(C)O (ethanol). Product: C(#N)C(C(=O)NC(=O)OCC)=CNC1=C(C=C(C=C1Cl)Cl)Cl (α-cyano-β-(2,4,6-trichloroanilino)-N-ethoxycarbonylacrylamide). As a reaction SMILES: [Cl:1][C:2]1[CH:8]=[C:7]([Cl:9])[CH:6]=[C:5]([Cl:10])[C:3]=1[NH2:4].[C:11]([C:13](=[CH:22]OCC)[C:14]([NH:16][C:17]([O:19][CH2:20][CH3:21])=[O:18])=[O:15])#[N:12]>C(O)C>[C:11]([C:13](=[CH:22][NH:4][C:3]1[C:2]([Cl:1])=[CH:8][C:7]([Cl:9])=[CH:6][C:5]=1[Cl:10])[C:14]([NH:16][C:17]([O:19][CH2:20][CH3:21])=[O:18])=[O:15])#[N:12]. Reported procedure: 2,4,6-Trichloroaniline (0.04 mol) is reacted with α-cyano-β-ethoxy-N-ethoxycarbonylacrylamide (0.04 mol) by heating at reflux in ethanol to yield α-cyano-β-(2,4,6-trichloroanilino)-N-ethoxycarbonylacrylamide, which is cyclized by heating at reflux in 1,2-dichlorobenzene to yield crude product which is chromatographed on silica eluting with chloroform/acetone (3/1) to 5-cyano-1-(2,4,6-trichlorophenyl)uracil, pale yellow crystals, m.p. 245°-247°. Starting materials: CN(C=1C=CC(=C(C(=O)O)C1)[N+](=O)[O-])C (5-dimethylamino-2-nitrobenzoic acid), [BH4-].[Na+] (sodium borohydride), ice water, B(F)(F)F.CCOCC (boron trifluoride etherate). Solvent: COCCOC (1,2-dimethoxyethane), COCCOC (1,2-dimethoxyethane). Run at time 1 hour. The product is CN(C=1C=CC(=C(CO)C1)[N+](=O)[O-])C (5-dimethylamino-2-nitrobenzyl alcohol). As a reaction SMILES: [CH3:1][N:2]([CH3:15])[C:3]1[CH:4]=[CH:5][C:6]([N+:12]([O-:14])=[O:13])=[C:7]([CH:11]=1)[C:8](O)=[O:9].[BH4-].[Na+].B(F)(F)F.CCOCC>COCCOC>[CH3:1][N:2]([CH3:15])[C:3]1[CH:4]=[CH:5][C:6]([N+:12]([O-:14])=[O:13])=[C:7]([CH:11]=1)[CH2:8][OH:9] |f:1.2,3.4|. Procedure: A solution of 189 g of 5-dimethylamino-2-nitrobenzoic acid in 1.5 l of 1,2-dimethoxyethane was treated with 52 g of sodium borohydride and then dropwise at 10° with a solution of 225 ml of boron trifluoride etherate in 500 ml of 1,2-dimethoxyethane. The mixture was then stirred at room temperature for 1 hour, cautiously poured into ice/water and the crude product was filtered. Recrystallization from ethyl acetate/hexane gave pure 5-dimethylamino-2-nitrobenzyl alcohol, m.p. 138°-139°. Reactants: C(C)(C)C1=C(C(=CC=C1)CCl)NC(CC1C2=CC=CC=C2OC=2C=CC=CC12)=O (N-(2-isopropyl-6-chloromethylphenyl)-2-(9H-xanthen-9-yl)acetamide), N1C=NC=C1 (imidazole), [I-].[Na+] (sodium iodide). Run in CN(C=O)C (N,N-dimethylformamide), C(C)(=O)OCC (ethyl acetate). Conditions: temperature 90 celsius, time 2 hour. Product: C(C)(C)C1=C(C(=CC=C1)CC=1NC=CN1)NC(CC1C2=CC=CC=C2OC=2C=CC=CC12)=O (N-[2-Isopropyl-6-(1-imidazolylmethyl)phenyl]-2-(9H-xanthen-9-yl)acetamide). Yield: 87.5%. As a reaction SMILES: [CH:1]([C:4]1[CH:9]=[CH:8][CH:7]=[C:6]([CH2:10]Cl)[C:5]=1[NH:12][C:13](=[O:29])[CH2:14][CH:15]1[C:28]2[CH:27]=[CH:26][CH:25]=[CH:24][C:23]=2[O:22][C:21]2[C:16]1=[CH:17][CH:18]=[CH:19][CH:20]=2)([CH3:3])[CH3:2].[NH:30]1[CH:34]=[CH:33][N:32]=[CH:31]1.[I-].[Na+]>CN(C)C=O.C(OCC)(=O)C>[CH:1]([C:4]1[CH:9]=[CH:8][CH:7]=[C:6]([CH2:10][C:31]2[NH:30][CH:34]=[CH:33][N:32]=2)[C:5]=1[NH:12][C:13](=[O:29])[CH2:14][CH:15]1[C:28]2[CH:27]=[CH:26][CH:25]=[CH:24][C:23]=2[O:22][C:21]2[C:16]1=[CH:17][CH:18]=[CH:19][CH:20]=2)([CH3:3])[CH3:2] |f:2.3|. Reported procedure: A suspension of 500 mg (1.23 mmol) of N-(2-isopropyl-6-chloromethylphenyl)-2-(9H-xanthen-9-yl)acetamide [prepared as described in Preparation 28 (iv)], 847 mg (12.3 mmol) of imidazole and 277 mg (1.9 mmol) of sodium iodide in 10 ml of N,N-dimethylformamide was stirred at 90° C. for 2 hours and then the temperature was lowered to room temperature. The resulting mixture was diluted with ethyl acetate. The diluted mixture was washed several times with water and once with a saturated aqueous solutio... The reactants are C(C)O (ethanol), C(#N)C1=CC=C(C(=O)N2CCC(CC2)N2C(=O)CCC3=CC=CC=C23)C=C1 (1-[1-(4-Cyanobenzoyl)-4-piperidinyl]-3,4-dihydrocarbostyril), Cl (hydrochloric acid). Run in C(Cl)(Cl)Cl (chloroform). Reaction conditions: time 4 day. The product is C(C)OC(=N)C1=CC=C(C(=O)N2CCC(CC2)N2C(=O)CCC3=CC=CC=C23)C=C1 (1-{1-[4-(1-ethoxy-1-iminomethyl)benzoyl]-4-piperidinyl}-3,4-dihydrocarbostyril). Reaction SMILES: [C:1]([C:3]1[CH:27]=[CH:26][C:6]([C:7]([N:9]2[CH2:14][CH2:13][CH:12]([N:15]3[C:25]4[C:20](=[CH:21][CH:22]=[CH:23][CH:24]=4)[CH2:19][CH2:18][C:16]3=[O:17])[CH2:11][CH2:10]2)=[O:8])=[CH:5][CH:4]=1)#[N:2].[CH2:28]([OH:30])[CH3:29].Cl>C(Cl)(Cl)Cl>[CH2:28]([O:30][C:1]([C:3]1[CH:4]=[CH:5][C:6]([C:7]([N:9]2[CH2:10][CH2:11][CH:12]([N:15]3[C:25]4[C:20](=[CH:21][CH:22]=[CH:23][CH:24]=4)[CH2:19][CH2:18][C:16]3=[O:17])[CH2:13][CH2:14]2)=[O:8])=[CH:26][CH:27]=1)=[NH:2])[CH3:29]. Procedure: 1-[1-(4-Cyanobenzoyl)-4-piperidinyl]-3,4-dihydrocarbostyril (1 g) is dissolved in chloroform (10 ml) and thereto is added ethanol (0.18 ml). Under ice cooling, hydrochloric acid gas is passed through the mixture to saturate and further the mixture is stirred at 5°-7° C. for 4 days. After the reaction, the solvent is concentrated to give 1-{1-[4-(1-ethoxy-1-iminomethyl)benzoyl]-4-piperidinyl}-3,4-dihydrocarbostyril (1 g). This product is used for the subsequent reaction. Starting materials: CN1CCC(CC1)C1=CC(=C(C=C1)NC(C)=O)[N+](=O)[O-] (N-[4-(1-methyl(4-piperidyl))-2-nitrophenyl]acetamide), [OH-].[K+] (KOH). Solvent: CO (methanol). Conditions: time 3 hour. Yields the product CN1CCC(CC1)C1=CC(=C(N)C=C1)[N+](=O)[O-] (4-(1-methylpiperidin-4-yl)-2-nitroaniline). As a reaction SMILES: [CH3:1][N:2]1[CH2:7][CH2:6][CH:5]([C:8]2[CH:13]=[CH:12][C:11]([NH:14]C(=O)C)=[C:10]([N+:18]([O-:20])=[O:19])[CH:9]=2)[CH2:4][CH2:3]1.[OH-].[K+]>CO>[CH3:1][N:2]1[CH2:7][CH2:6][CH:5]([C:8]2[CH:13]=[CH:12][C:11]([NH2:14])=[C:10]([N+:18]([O-:20])=[O:19])[CH:9]=2)[CH2:4][CH2:3]1 |f:1.2|. Reported procedure: N-[4-(1-methyl(4-piperidyl))-2-nitrophenyl]acetamide (1 equivalent) was dissolved in methanol and 30% KOH (2.5 equivalents) was added dropwise with vigorous stirring. The reaction mixture was stirred at room temperature for 3 hours and then concentrated under reduced pressure. The residue was dissolved in CH2Cl2 and washed with water (2×) and brine (1×). The organic solution was dried (Na2SO4) and evaporated to obtain the desired product as an orange brown solid. MH+=236.2. Reactants: CC(=O)OC(Oc1cccc(C)c1)C(Cl)(Cl)Cl, CO, [Pb], O=S(=O)(O)O. Yields the product Cc1cccc(OC=C(Cl)Cl)c1. As a reaction SMILES: [C:1]([O:2][CH:5]([C:6]([Cl:3])([Cl:7])[Cl:8])[O:10][c:11]1[cH:12][c:13]([CH3:17])[cH:14][cH:15][cH:16]1)(=[O:4])[CH3:9].[CH3:24][OH:25].[Pb:23].[S:18](=[O:19])(=[O:20])([OH:21])[OH:22]>>[CH:5](=[C:6]([Cl:7])[Cl:8])[O:10][c:11]1[cH:12][c:13]([CH3:17])[cH:14][cH:15][cH:16]1. Reactants: C(C1=CC=CC=C1)OC(=O)N[C@H](CC(C)C)C(=O)O (Nα -benzyloxycarbonyl-D-leucine), Cl.COC([C@@H](N)CC(C)C)=O (L-leucine methyl ester hydrochloride), C(C1=CC=CC=C1)OC(=O)N[C@@H](CC(C)C)C(=O)O (Nα -benzyloxycarbonyl-L-leucine), C1(CCCCC1)N=C=NC1CCCCC1 (dicyclohexylcarbodiimide), NC(CC(C)C)C(=O)O (DL-leucine), N[C@@H](CC(C)C)C(=O)O (L-leucine), ON1N=NC2=C1C=CC=C2 (1-hydroxybenztriazole). The solvent is C(C)N(CC)CC (triethylamine), CN(C=O)C (dimethylformamide). Reaction conditions: time 8 hour. The product is COC([C@@H](NC([C@H](NC(=O)OCC1=CC=CC=C1)CC(C)C)=O)CC(C)C)=O (Nα -Benzyloxycarbonyl-D-leucyl-L-leucine methyl ester). RXN SMILES: [CH2:1]([O:8][C:9]([NH:11][C@@H:12]([C:17]([OH:19])=O)[CH2:13][CH:14]([CH3:16])[CH3:15])=[O:10])[C:2]1[CH:7]=[CH:6][CH:5]=[CH:4][CH:3]=1.NC(C(O)=O)CC(C)C.N[C@H](C(O)=O)CC(C)C.C(OC(N[C@H](C(O)=O)CC(C)C)=O)C1C=CC=CC=1.Cl.[CH3:58][O:59][C:60](=[O:67])[C@H:61]([CH2:63][CH:64]([CH3:66])[CH3:65])[NH2:62].ON1C2C=CC=CC=2N=N1.C1(N=C=NC2CCCCC2)CCCCC1>C(N(CC)CC)C.CN(C)C=O>[CH3:58][O:59][C:60](=[O:67])[C@H:61]([CH2:63][CH:64]([CH3:66])[CH3:65])[NH:62][C:17](=[O:19])[C@@H:12]([CH2:13][CH:14]([CH3:15])[CH3:16])[NH:11][C:9]([O:8][CH2:1][C:2]1[CH:3]=[CH:4][CH:5]=[CH:6][CH:7]=1)=[O:10] |f:4.5|. Procedure: A solution of 2.65 g. of Nα -benzyloxycarbonyl-D-leucine [This material is prepared by the same procedure as used by Grassman and Wunsch, Ber. 91, 462 (1968) for the DL-leucine and for the L-leucine see Losse and Demuth, Ber. 94, 1762 (1961). The material is an oil as described for the Nα -benzyloxycarbonyl-L-leucine enantiomer. See also Farthing, J. Chem. Soc. 1950, 3213 and Bergmann, J. Biol. Chem., 115, 593 (1936).] in 50 ml. of dimethylformamide is treated with 1.98 g. of L-leucine methyl es...